From a dataset of the Open Reaction Database (ORD), a public repository of structured organic reaction records. describe an organic reaction: reactants, conditions, products, and yield Starting materials: CC(C)(C)OC(=O)NC1(C(=O)O)CC1, C1CCOC1, CCN=C=NCCCN(C)C, CC(C)[N-]C(C)C, COC(C)=O, CN(C)c1ccncc1, ClCCl, Cl, Oc1c(F)c(F)c(F)c(F)c1F, [Li+]. The product is COC(=O)CC(=O)C1(NC(=O)OC(C)(C)C)CC1. As a reaction SMILES: [C:1]([CH3:2])([CH3:3])([CH3:4])[O:5][C:6](=[O:7])[NH:8][C:9]1([C:12](=[O:13])[OH:14])[CH2:10][CH2:11]1.[CH2:64]1[O:65][CH2:66][CH2:67][CH2:68]1.[CH3:27][CH2:28][N:29]=[C:30]=[N:31][CH2:32][CH2:33][CH2:34][N:35]([CH3:36])[CH3:37].[CH3:40][CH:41]([N-:42][CH:43]([CH3:44])[CH3:45])[CH3:46].[CH3:47][O:48][C:49]([CH3:50])=[O:51].[CH3:55][N:56]([c:57]1[cH:58][cH:59][n:60][cH:61][cH:62]1)[CH3:63].[Cl:52][CH2:53][Cl:54].[ClH:38].[F:15][c:16]1[c:17]([OH:18])[c:19]([F:20])[c:21]([F:22])[c:23]([F:24])[c:25]1[F:26].[Li+:39]>>[C:1]([CH3:2])([CH3:3])([CH3:4])[O:5][C:6](=[O:7])[NH:8][C:9]1([C:12](=[O:14])[CH2:50][C:49]([O:48][CH3:47])=[O:51])[CH2:10][CH2:11]1. Starting materials: NC=1C=CC(=C(C1)[C@]1(N=C(OCC1(F)F)N)C)F ((R)-4-(5-amino-2-fluoro-phenyl)-5,5-difluoro-4-methyl-5,6-dihydro-4H-[1,3]oxazin-2-ylamine), FC(COC=1C=CC(=NC1)C(=O)O)(C(F)F)F (5-(2,2,3,3-tetrafluoro-propoxy)-pyridine-2-carboxylic acid). Product: NC=1OCC([C@@](N1)(C)C=1C=C(C=CC1F)NC(=O)C1=NC=C(C=C1)OCC(C(F)F)(F)F)(F)F (5-(2,2,3,3-Tetrafluoro-propoxy)-pyridine-2-carboxylic acid [3-((R)-2-amino-5,5-difluoro-4-methyl-5,6-dihydro-4H-[1,3]oxazin-4-yl)-4-fluoro-phenyl]-amide). Reaction SMILES: [NH2:1][C:2]1[CH:3]=[CH:4][C:5]([F:18])=[C:6]([C@:8]2([CH3:17])[C:13]([F:15])([F:14])[CH2:12][O:11][C:10]([NH2:16])=[N:9]2)[CH:7]=1.[F:19][C:20]([F:35])([CH:32]([F:34])[F:33])[CH2:21][O:22][C:23]1[CH:24]=[CH:25][C:26]([C:29](O)=[O:30])=[N:27][CH:28]=1>>[NH2:16][C:10]1[O:11][CH2:12][C:13]([F:14])([F:15])[C@:8]([C:6]2[CH:7]=[C:2]([NH:1][C:29]([C:26]3[CH:25]=[CH:24][C:23]([O:22][CH2:21][C:20]([F:35])([F:19])[CH:32]([F:34])[F:33])=[CH:28][N:27]=3)=[O:30])[CH:3]=[CH:4][C:5]=2[F:18])([CH3:17])[N:9]=1. Reported procedure: The condensation of (R)-4-(5-amino-2-fluoro-phenyl)-5,5-difluoro-4-methyl-5,6-dihydro-4H-[1,3]oxazin-2-ylamine (intermediate XI-1) and 5-(2,2,3,3-tetrafluoro-propoxy)-pyridine-2-carboxylic acid [example 30a), b)] following procedure I yielded the title compound as a white solid. MS (ISP): m/z=495.2 [M+H]+. Starting materials: C(CC)C1=CC=C(C=C1)I (4-(n-propyl)iodobenzene), ice water, Cl (hydrochloric acid), FC(=C(F)F)F (tetrafluoroethylene), C(CCC)[Li] (n-butyl lithium). Run in C(C)OCC (diethyl ether), CCCCCC (n-hexane), CCCCCC (hexane). Conditions: temperature -80 celsius. Product: C(CC)C1=CC=C(C=C1)C(=C(F)F)F (1-(4-n-propylphenyl)-1,2,2-trifluoroethylene). Isolated yield 59.9%. Reaction SMILES: [CH2:1]([C:4]1[CH:9]=[CH:8][C:7](I)=[CH:6][CH:5]=1)[CH2:2][CH3:3].C([Li])CCC.[F:16][C:17]([F:21])=[C:18](F)[F:19].Cl>CCCCCC.C(OCC)C>[CH2:1]([C:4]1[CH:9]=[CH:8][C:7]([C:18]([F:19])=[C:17]([F:21])[F:16])=[CH:6][CH:5]=1)[CH2:2][CH3:3]. Procedure details: In 1 l four-necked flask having a gas supplying tube, 200 ml of n-hexane, 75 ml of dry diethyl ether and 24.6 g (0.1 mol) of 4-(n-propyl)iodobenzene were introduced under a nitrogen atmosphere, and then 86.2 ml of a hexane solution of n-butyl lithium (1.16 mol) was dropwise added thereto under stirring at -80° C. Then, while the reaction system was maintained at -80° C., 10 g (0.1 mol) of tetrafluoroethylene was introduced under vigorously stirring in 30 minutes. The reaction solution was stirre... Starting materials: CC=1C=NC(=NC1)C1=CC=CC=C1 (5-Methyl-2-phenylpyrimidine), C1CC(=O)N(C1=O)Br (NBS). Solvent: C(Cl)(Cl)(Cl)Cl (carbon tetrachloride). Product: BrCC=1C=NC(=NC1)C1=CC=CC=C1 (5-(Bromomethyl)-2-phenylpyrimidine). As a reaction SMILES: [CH3:1][C:2]1[CH:3]=[N:4][C:5]([C:8]2[CH:13]=[CH:12][CH:11]=[CH:10][CH:9]=2)=[N:6][CH:7]=1.C1C(=O)N([Br:21])C(=O)C1>C(Cl)(Cl)(Cl)Cl>[Br:21][CH2:1][C:2]1[CH:3]=[N:4][C:5]([C:8]2[CH:9]=[CH:10][CH:11]=[CH:12][CH:13]=2)=[N:6][CH:7]=1. Reported procedure: Synthesized using compound 64b (205 mg, 1.20 mmol), NBS (236 mg, 1.32 mmol) and DBPO (14.6 mg, 0.06 mmol) in carbon tetrachloride according to Method A. Crude product was purified by flash chromatography on silica-gel using hexane/ethyl acetate (10:1) as eluent. Product was used directly in the next step without further characterization. White solid. Yield: 89 mg, 30%. (ESI): m/z=250.68 [M+H]+. Starting materials: C(C)(C)(C)OC(NC1=C(C=C(C(=C1)OCC(F)(F)F)Cl)N)=O ([2-amino-4-chloro-5-(2,2,2-trifluoro-ethoxy)-phenyl]-carbamic acid tert-butyl ester), C(C)(C)(C)OC(CC(C1=CC(=CC=C1)C=1C=NC=CC1)=O)=O (3-oxo-3-(3-pyridin-3-yl-phenyl)-propionic acid tert-butyl ester). Yields the product C(C)(C)(C)OC(NC1=C(C=C(C(=C1)OCC(F)(F)F)Cl)NC(CC(C1=CC(=CC=C1)C=1C=NC=CC1)=O)=O)=O ([4-Chloro-2-[3-oxo-3-(3-pyridin-3-yl-phenyl)-propionylamino]-5-(2,2,2-trifluoro-ethoxy)-phenyl]-carbamic acid tert-butyl ester), foam. Yield: 67.0%. As a reaction SMILES: [C:1]([O:5][C:6](=[O:22])[NH:7][C:8]1[CH:13]=[C:12]([O:14][CH2:15][C:16]([F:19])([F:18])[F:17])[C:11]([Cl:20])=[CH:10][C:9]=1[NH2:21])([CH3:4])([CH3:3])[CH3:2].C([O:27][C:28](=O)[CH2:29][C:30](=[O:43])[C:31]1[CH:36]=[CH:35][CH:34]=[C:33]([C:37]2[CH:38]=[N:39][CH:40]=[CH:41][CH:42]=2)[CH:32]=1)(C)(C)C>>[C:1]([O:5][C:6](=[O:22])[NH:7][C:8]1[CH:13]=[C:12]([O:14][CH2:15][C:16]([F:19])([F:17])[F:18])[C:11]([Cl:20])=[CH:10][C:9]=1[NH:21][C:28](=[O:27])[CH2:29][C:30](=[O:43])[C:31]1[CH:36]=[CH:35][CH:34]=[C:33]([C:37]2[CH:38]=[N:39][CH:40]=[CH:41][CH:42]=2)[CH:32]=1)([CH3:4])([CH3:2])[CH3:3]. Procedure details: The title compound was prepared from [2-amino-4-chloro-5-(2,2,2-trifluoro-ethoxy)-phenyl]-carbamic acid tert-butyl ester (Example J31) (256 mg, 0.75 mmol) and 3-oxo-3-(3-pyridin-3-yl-phenyl)-propionic acid tert-butyl ester (Example K1) (223 mg, 0.75 mmol) according to the general procedure M. Obtained as a light yellow foam (282 mg, 67%). Reactants: O=C1CCC(O)c2cc(Br)cnc2N1, C=CC(=O)N(C)Cc1oc2ccccc2c1C, CC(=O)[O-], CC(=O)[O-], CN(C)C=O, [Pd+2]. Product: Cc1c(CN(C)C(=O)C=Cc2cnc3c(c2)C(O)CCC(=O)N3)oc2ccccc12. As a reaction SMILES: [Br:1][c:2]1[cH:3][c:4]2[c:5]([n:13][cH:14]1)[NH:6][C:7](=[O:12])[CH2:8][CH2:9][CH:10]2[OH:11].[CH3:15][N:16]([C:17]([CH:18]=[CH2:19])=[O:20])[CH2:21][c:22]1[o:23][c:24]2[c:25]([c:26]1[CH3:27])[cH:28][cH:29][cH:30][cH:31]2.[O-:38][C:39]([CH3:40])=[O:41].[O-:42][C:43]([CH3:44])=[O:45].[O:32]=[CH:33][N:34]([CH3:35])[CH3:36].[Pd+2:37]>>[c:2]1([CH:19]=[CH:18][C:17]([N:16]([CH3:15])[CH2:21][c:22]2[o:23][c:24]3[c:25]([c:26]2[CH3:27])[cH:28][cH:29][cH:30][cH:31]3)=[O:20])[cH:3][c:4]2[c:5]([n:13][cH:14]1)[NH:6][C:7](=[O:12])[CH2:8][CH2:9][CH:10]2[OH:11].